Dataset: the Open Reaction Database (ORD), a public repository of structured organic reaction records. Task: describe an organic reaction: reactants, conditions, products, and yield Starting materials: [BH4-].[Na+] (Sodium borohydride), ClCCCOC=1C=CC(=C(C=O)C1)[N+](=O)[O-] (5-(3-chloropropoxy)-2-nitrobenzaldehyde). Run in CO (methanol). Conditions: time 1.5 hour. Product: ClCCCOC=1C=CC(=C(C1)CO)[N+](=O)[O-] ((5-(3-chloropropoxy)-2-nitrophenyl)methanol). Isolated yield 69.0%. Reaction SMILES: [BH4-].[Na+].[Cl:3][CH2:4][CH2:5][CH2:6][O:7][C:8]1[CH:9]=[CH:10][C:11]([N+:16]([O-:18])=[O:17])=[C:12]([CH:15]=1)[CH:13]=[O:14]>CO>[Cl:3][CH2:4][CH2:5][CH2:6][O:7][C:8]1[CH:9]=[CH:10][C:11]([N+:16]([O-:18])=[O:17])=[C:12]([CH2:13][OH:14])[CH:15]=1 |f:0.1|. Procedure: Sodium borohydride (133 mg, 0.00351 moles) was added to 5-(3-chloropropoxy)-2-nitrobenzaldehyde (570 mg, 0.00234 moles) in anhydrous methanol (12 mL) at 0° C. under nitrogen. The reaction was stirred for 1.5 hours and then concentrated with a rotary evaporator. The mixture was diluted with ethyl acetate (75 mL) and washed with 30 mL each of saturated sodium bicarbonate solution, water, and brine. The organic layer was dried with anhydrous magnesium sulfate, which was removed by filtration. The f... The reactants are CCS, CC(C)(C)OC(=O)N1CCC(OS(C)(=O)=O)CC1, [H-], [Na+], CN(C)C=O. Product: CCSC1CCN(C(=O)OC(C)(C)C)CC1. Reaction SMILES: [CH2:1]([CH3:2])[SH:3].[CH3:6][S:7]([O:8][CH:11]1[CH2:12][CH2:13][N:14]([C:17](=[O:18])[O:19][C:20]([CH3:21])([CH3:22])[CH3:23])[CH2:15][CH2:16]1)(=[O:9])=[O:10].[H-:4].[Na+:5].[O:24]=[CH:25][N:26]([CH3:27])[CH3:28]>>[CH2:1]([CH3:2])[S:3][CH:11]1[CH2:12][CH2:13][N:14]([C:17](=[O:18])[O:19][C:20]([CH3:21])([CH3:22])[CH3:23])[CH2:15][CH2:16]1. Starting materials: COCCOC, O=Cc1ccc(B(O)O)cc1, Clc1nc2ncnn2cc1-c1ccccc1, ClCCl, [Na+], [Na+], O=C([O-])[O-], O, [Pd], c1ccc(P(c2ccccc2)c2ccccc2)cc1, c1ccc(P(c2ccccc2)c2ccccc2)cc1, c1ccc(P(c2ccccc2)c2ccccc2)cc1, c1ccc(P(c2ccccc2)c2ccccc2)cc1. Product: O=Cc1ccc(-c2nc3ncnn3cc2-c2ccccc2)cc1. RXN SMILES: [CH3:34][O:35][CH2:36][CH2:37][O:38][CH3:39].[CH:17](=[O:18])[c:19]1[cH:20][cH:21][c:22]([B:25]([OH:26])[OH:27])[cH:23][cH:24]1.[Cl:1][c:2]1[n:3][c:4]2[n:5]([cH:6][c:7]1-[c:8]1[cH:9][cH:10][cH:11][cH:12][cH:13]1)[n:14][cH:15][n:16]2.[Cl:41][CH2:42][Cl:43].[Na+:28].[Na+:29].[O-:30][C:31](=[O:32])[O-:33].[OH2:40].[Pd:44].[c:102]1([P:103]([c:104]2[cH:105][cH:106][cH:107][cH:108][cH:109]2)[c:110]2[cH:111][cH:112][cH:113][cH:114][cH:115]2)[cH:116][cH:117][cH:118][cH:119][cH:120]1.[c:45]1([P:46]([c:47]2[cH:48][cH:49][cH:50][cH:51][cH:52]2)[c:53]2[cH:54][cH:55][cH:56][cH:57][cH:58]2)[cH:59][cH:60][cH:61][cH:62][cH:63]1.[c:64]1([P:65]([c:66]2[cH:67][cH:68][cH:69][cH:70][cH:71]2)[c:72]2[cH:73][cH:74][cH:75][cH:76][cH:77]2)[cH:78][cH:79][cH:80][cH:81][cH:82]1.[c:83]1([P:84]([c:85]2[cH:86][cH:87][cH:88][cH:89][cH:90]2)[c:91]2[cH:92][cH:93][cH:94][cH:95][cH:96]2)[cH:97][cH:98][cH:99][cH:100][cH:101]1>>[c:2]1(-[c:22]2[cH:21][cH:20][c:19]([CH:17]=[O:18])[cH:24][cH:23]2)[n:3][c:4]2[n:5]([cH:6][c:7]1-[c:8]1[cH:9][cH:10][cH:11][cH:12][cH:13]1)[n:14][cH:15][n:16]2. The reactants are CCn1nc2oc(C=CC(=O)O)c(C)c2c1C, O=S(Cl)Cl, c1ccccc1. Product: CCn1nc2oc(C=CC(=O)O)c(C)c2c1C, [Cl-]. As a reaction SMILES: [CH2:1]([CH3:2])[n:3]1[n:4][c:5]2[c:6]([c:7]1[CH3:8])[c:9]([CH3:17])[c:10]([CH:12]=[CH:13][C:14](=[O:15])[OH:16])[o:11]2.[S:18]([Cl:19])([Cl:20])=[O:21].[cH:22]1[cH:23][cH:24][cH:25][cH:26][cH:27]1>>[CH2:1]([CH3:2])[n:3]1[n:4][c:5]2[c:6]([c:7]1[CH3:8])[c:9]([CH3:17])[c:10]([CH:12]=[CH:13][C:14](=[O:15])[OH:16])[o:11]2.[Cl-:20]. The reactants are C(C)(=O)OC(C)=O (acetic anhydride), CC1=C(C(=CC=C1)C)C1=CC(=CC=C1)COC1=CC=C(C=N1)C(CCOC(C1=CC=CC=C1)(C1=CC=CC=C1)C1=CC=CC=C1)O (1-{6-[(2′,6′-Dimethylbiphenyl-3-yl)methoxy]pyridin-3-yl}-3-(trityloxy)propan-1-ol), [Cl-].C(O)(O)=O.[Na+] (sodium bicarbonate chloride). Solvent: N1=CC=CC=C1 (pyridine). Reaction conditions: temperature 65 celsius, time 4 hour. Product: C(C)(=O)OC(CCOC(C1=CC=CC=C1)(C1=CC=CC=C1)C1=CC=CC=C1)C=1C=NC(=CC1)OCC=1C=C(C=CC1)C1=C(C=CC=C1C)C (1-{6-[(2′,6′-Dimethylbiphenyl-3-yl)methoxy]pyridin-3-yl}-3-(trityloxy)propyl acetate). Yield: 79.0%. Reaction SMILES: [CH3:1][C:2]1[CH:7]=[CH:6][CH:5]=[C:4]([CH3:8])[C:3]=1[C:9]1[CH:14]=[CH:13][CH:12]=[C:11]([CH2:15][O:16][C:17]2[N:22]=[CH:21][C:20]([CH:23]([OH:46])[CH2:24][CH2:25][O:26][C:27]([C:40]3[CH:45]=[CH:44][CH:43]=[CH:42][CH:41]=3)([C:34]3[CH:39]=[CH:38][CH:37]=[CH:36][CH:35]=3)[C:28]3[CH:33]=[CH:32][CH:31]=[CH:30][CH:29]=3)=[CH:19][CH:18]=2)[CH:10]=1.[C:47](OC(=O)C)(=[O:49])[CH3:48].[Cl-].C(=O)(O)O.[Na+]>N1C=CC=CC=1>[C:47]([O:46][CH:23]([C:20]1[CH:21]=[N:22][C:17]([O:16][CH2:15][C:11]2[CH:10]=[C:9]([C:3]3[C:4]([CH3:8])=[CH:5][CH:6]=[CH:7][C:2]=3[CH3:1])[CH:14]=[CH:13][CH:12]=2)=[CH:18][CH:19]=1)[CH2:24][CH2:25][O:26][C:27]([C:34]1[CH:35]=[CH:36][CH:37]=[CH:38][CH:39]=1)([C:40]1[CH:41]=[CH:42][CH:43]=[CH:44][CH:45]=1)[C:28]1[CH:29]=[CH:30][CH:31]=[CH:32][CH:33]=1)(=[O:49])[CH3:48] |f:2.3.4|. Reported procedure: 1-{6-[(2′,6′-Dimethylbiphenyl-3-yl)methoxy]pyridin-3-yl}-3-(trityloxy)propan-1-ol (250 mg, 0.413 mmol) produced in Example 31 (31C) was dissolved in pyridine (3.0 mL), and acetic anhydride (0.116 mL, 1.24 mmol) was added thereto at 0° C., and then, the resulting mixture was stirred under a nitrogen atmosphere at 65° C. for 4 hours. To the reaction solution, a saturated sodium bicarbonate chloride solution was added, and the organic matter was extracted with ethyl acetate. The organic layer was w... Procedure details: The title compound was prepared as described in Example 75 using 3-(3-(2-isocyanatoethyl)phenyl)-1-(4-(trifluoromethoxy)phenyl)-1H-1,2,4-triazole (CA44) and 1-(2-isopropyl-4-methylphenyl)thiourea isolated as a white solid (0.077 g, 25%): 1H NMR (400 MHz, DMSO-d6) δ 11.85 (s, 1H), 10.10 (s, 1H), 9.42 (s, 1H), 8.15-8.05 (m, 2H), 8.04-7.96 (m, 2H), 7.61 (ddd, J=7.9, 2.0, 1.0 Hz, 2H), 7.49 (t, J=7.6 Hz, 1H), 7.39 (dt, J=7.7, 1.4 Hz, 1H), 7.23 (d, J=8.0 Hz, 1H), 7.16-7.11 (m, 1H), 7.05-6.96 (m, 2H), ... Starting materials: N(=C=O)CCC=1C=C(C=CC1)C1=NN(C=N1)C1=CC=C(C=C1)OC(F)(F)F (3-(3-(2-isocyanatoethyl)phenyl)-1-(4-(trifluoromethoxy)phenyl)-1H-1,2,4-triazole), C(C)(C)C1=C(C=CC(=C1)C)NC(=S)N (1-(2-isopropyl-4-methylphenyl)thiourea). Isolated yield 25.0%. Product: C(C)(C)C1=C(C=CC(=C1)C)NC(=S)NC(=O)NCCC1=CC(=CC=C1)C1=NN(C=N1)C1=CC=C(C=C1)OC(F)(F)F (1-[(2-isopropyl-4-methyl-phenyl)carbamothioyl]-3-[2-[3-[1-[4-(trifluoromethoxy)phenyl]-1H-1,2,4-triazol-3-yl]phenyl]ethyl]urea), solid. Reaction SMILES: [N:1]([CH2:4][CH2:5][C:6]1[CH:7]=[C:8]([C:12]2[N:16]=[CH:15][N:14]([C:17]3[CH:22]=[CH:21][C:20]([O:23][C:24]([F:27])([F:26])[F:25])=[CH:19][CH:18]=3)[N:13]=2)[CH:9]=[CH:10][CH:11]=1)=[C:2]=[O:3].[CH:28]([C:31]1[CH:36]=[C:35]([CH3:37])[CH:34]=[CH:33][C:32]=1[NH:38][C:39]([NH2:41])=[S:40])([CH3:30])[CH3:29]>>[CH:28]([C:31]1[CH:36]=[C:35]([CH3:37])[CH:34]=[CH:33][C:32]=1[NH:38][C:39]([NH:41][C:2]([NH:1][CH2:4][CH2:5][C:6]1[CH:11]=[CH:10][CH:9]=[C:8]([C:12]2[N:16]=[CH:15][N:14]([C:17]3[CH:22]=[CH:21][C:20]([O:23][C:24]([F:26])([F:25])[F:27])=[CH:19][CH:18]=3)[N:13]=2)[CH:7]=1)=[O:3])=[S:40])([CH3:30])[CH3:29].